From a dataset of the Open Reaction Database (ORD), a public repository of structured organic reaction records. describe an organic reaction: reactants, conditions, products, and yield Reactants: BrCc1ccccc1, O=C([O-])O, CO, [Na+], CC(C)(C)OC(=O)NC1CNc2ccccc2NC1=O. The product is CC(C)(C)OC(=O)NC1CN(Cc2ccccc2)c2ccccc2NC1=O. As a reaction SMILES: [Br:26][CH2:27][c:28]1[cH:29][cH:30][cH:31][cH:32][cH:33]1.[C:21](=[O:22])([OH:23])[O-:24].[CH3:34][OH:35].[Na+:25].[O:1]=[C:2]1[CH:3]([NH:13][C:14](=[O:15])[O:16][C:17]([CH3:18])([CH3:19])[CH3:20])[CH2:4][NH:5][c:6]2[c:7]([cH:9][cH:10][cH:11][cH:12]2)[NH:8]1>>[O:1]=[C:2]1[CH:3]([NH:13][C:14](=[O:15])[O:16][C:17]([CH3:18])([CH3:19])[CH3:20])[CH2:4][N:5]([CH2:27][c:28]2[cH:29][cH:30][cH:31][cH:32][cH:33]2)[c:6]2[c:7]([cH:9][cH:10][cH:11][cH:12]2)[NH:8]1. Starting materials: CI, CN(C)C=O, COc1c(C)cc(C)c2c1C(=O)C1CCCCC21, [H-], [Na+], O. Yields the product COc1c(C)cc(C)c2c1C(=O)C1(C)CCCCC21. Reaction SMILES: [CH3:21][I:22].[CH3:24][N:25]([CH3:26])[CH:27]=[O:28].[CH3:3][c:4]1[c:5]2[c:13]([c:14]([O:18][CH3:19])[c:15]([CH3:17])[cH:16]1)[C:12](=[O:20])[CH:11]1[CH:6]2[CH2:7][CH2:8][CH2:9][CH2:10]1.[H-:1].[Na+:2].[OH2:23]>>[CH3:3][c:4]1[c:5]2[c:13]([c:14]([O:18][CH3:19])[c:15]([CH3:17])[cH:16]1)[C:12](=[O:20])[C:11]1([CH3:21])[CH:6]2[CH2:7][CH2:8][CH2:9][CH2:10]1. Starting materials: COc1ccc(C(NCCNC=O)(c2ccccc2)c2ccc(OC)cc2)cc1, COc1ccc(C(NCCNC=O)(c2ccccc2)c2ccccc2)cc1, CO, ClCCl, Cl. The product is O=CNCCNC(c1ccccc1)(c1ccccc1)c1ccccc1. As a reaction SMILES: [CH3:29][O:30][c:31]1[cH:32][cH:33][c:34]([C:35]([NH:36][CH2:37][CH2:38][NH:39][CH:40]=[O:41])([c:42]2[cH:43][cH:44][cH:45][cH:46][cH:47]2)[c:48]2[cH:49][cH:50][c:51]([O:52][CH3:53])[cH:54][cH:55]2)[cH:56][cH:57]1.[CH3:2][O:3][c:4]1[cH:5][cH:6][c:7]([C:8]([c:9]2[cH:10][cH:11][cH:12][cH:13][cH:14]2)([c:15]2[cH:16][cH:17][cH:18][cH:19][cH:20]2)[NH:21][CH2:22][CH2:23][NH:24][CH:25]=[O:26])[cH:27][cH:28]1.[CH3:61][OH:62].[Cl:58][CH2:59][Cl:60].[ClH:1]>>[cH:4]1[cH:5][cH:6][c:7]([C:8]([c:9]2[cH:10][cH:11][cH:12][cH:13][cH:14]2)([c:15]2[cH:16][cH:17][cH:18][cH:19][cH:20]2)[NH:21][CH2:22][CH2:23][NH:24][CH:25]=[O:26])[cH:27][cH:28]1. Starting materials: COc1ccc(S(=O)(=O)N(CC(=O)OC(C)(C)C)c2cc(N(C)C)ccc2Cl)cc1OC, CC[SiH](CC)CC, ClCCl, O=C(O)C(F)(F)F. Product: COc1ccc(S(=O)(=O)N(CC(=O)O)c2cc(N(C)C)ccc2Cl)cc1OC. RXN SMILES: [C:1]([CH3:2])([CH3:3])([CH3:4])[O:5][C:6]([CH2:7][N:8]([S:9](=[O:10])(=[O:11])[c:12]1[cH:13][c:14]([O:20][CH3:21])[c:15]([O:18][CH3:19])[cH:16][cH:17]1)[c:22]1[c:23]([Cl:31])[cH:24][cH:25][c:26]([N:28]([CH3:29])[CH3:30])[cH:27]1)=[O:32].[CH2:33]([SiH:34]([CH2:35][CH3:36])[CH2:37][CH3:38])[CH3:39].[Cl:47][CH2:48][Cl:49].[F:40][C:41]([F:42])([F:43])[C:44]([OH:45])=[O:46]>>[O:5]=[C:6]([CH2:7][N:8]([S:9](=[O:10])(=[O:11])[c:12]1[cH:13][c:14]([O:20][CH3:21])[c:15]([O:18][CH3:19])[cH:16][cH:17]1)[c:22]1[c:23]([Cl:31])[cH:24][cH:25][c:26]([N:28]([CH3:29])[CH3:30])[cH:27]1)[OH:32]. The reactants are CCN(CC)CC(C)N1c2ccccc2Sc2ccc(C(=N)OC)cc21, CCCN, CO, Cl, Cl, O. Product: CCCNC(=N)c1ccc2c(c1)N(C(C)CN(CC)CC)c1ccccc1S2. RXN SMILES: [CH2:7]([CH3:8])[N:9]([CH2:10][CH:11]([CH3:12])[N:13]1[c:14]2[cH:15][cH:16][cH:17][cH:18][c:19]2[S:20][c:21]2[cH:22][cH:23][c:24]([C:27]([O:28][CH3:29])=[NH:30])[cH:25][c:26]21)[CH2:31][CH3:32].[CH3:1][CH2:2][CH2:3][NH2:4].[CH3:34][OH:35].[ClH:5].[ClH:6].[OH2:33]>>[CH3:1][CH2:2][CH2:3][NH:4][C:27]([c:24]1[cH:23][cH:22][c:21]2[c:26]([cH:25]1)[N:13]([CH:11]([CH2:10][N:9]([CH2:7][CH3:8])[CH2:31][CH3:32])[CH3:12])[c:14]1[cH:15][cH:16][cH:17][cH:18][c:19]1[S:20]2)=[NH:30]. The reactants are BrC1=C2CCOC(C2=CC=C1)C=1NCCN1 (2-(5-bromoisochroman-1-yl)-4,5-dihydro-1H-imidazole), C(#C)[Si](C)(C)C (ethynyltrimethylsilane). The reagents and catalysts are [Pd].C1(=CC=CC=C1)P(C1=CC=CC=C1)C1=CC=CC=C1.C1(=CC=CC=C1)P(C1=CC=CC=C1)C1=CC=CC=C1.C1(=CC=CC=C1)P(C1=CC=CC=C1)C1=CC=CC=C1.C1(=CC=CC=C1)P(C1=CC=CC=C1)C1=CC=CC=C1 (tetrakis(triphenylphosphine)-palladium). Run in CCN(CC)CC (Et3N). Conditions: temperature 120 celsius, time 4 hour. Yields the product C(#C)C1=C2CCOC(C2=CC=C1)C=1NCCN1 (2-(5-Ethynylisochroman-1-yl)-4,5-dihydro-1H-imidazole). As a reaction SMILES: Br[C:2]1[CH:11]=[CH:10][CH:9]=[C:8]2[C:3]=1[CH2:4][CH2:5][O:6][CH:7]2[C:12]1[NH:13][CH2:14][CH2:15][N:16]=1.[C:17]([Si](C)(C)C)#[CH:18]>CCN(CC)CC.[Pd].C1(P(C2C=CC=CC=2)C2C=CC=CC=2)C=CC=CC=1.C1(P(C2C=CC=CC=2)C2C=CC=CC=2)C=CC=CC=1.C1(P(C2C=CC=CC=2)C2C=CC=CC=2)C=CC=CC=1.C1(P(C2C=CC=CC=2)C2C=CC=CC=2)C=CC=CC=1>[C:17]([C:2]1[CH:11]=[CH:10][CH:9]=[C:8]2[C:3]=1[CH2:4][CH2:5][O:6][CH:7]2[C:12]1[NH:13][CH2:14][CH2:15][N:16]=1)#[CH:18] |f:3.4.5.6.7|. Procedure details: To a degassed solution of 2-(5-bromoisochroman-1-yl)-4,5-dihydro-1H-imidazole (300 mg) in Et3N (10 ml) and ethynyltrimethylsilane (210 mg) was added tetrakis(triphenylphosphine)-palladium (37 mg). The mixture was degassed with N2 and heated in a microwave oven for 60 min at 120° C. The reaction mixture was concentrated under vacuum and purified by separation method K. K2CO3 was added to the reaction crude (in MeOH) and the mixture was stirred 4 h at it. The title compound was isolated by a separ... Procedure: 3-[1-(Ethoxy)ethoxy]-1-propene (40 g., 0.0307 mol) was stirred in 100 ml. methanol at -78° for 5.5 hours as O3 was through the solution. The resulting pale blue solution was purged with H2, dimethyl sulfide (34 ml., 43.4 g., 0.68 mol) was added, and the mixture warmed to room temperature over 45 minutes. K2CO3 (0.2 g.) was added, the reaction mixture stripped of solvent, and the residue diluted with 1:1 water:ether. The aqueous layer was separated, diluted with brine and extracted with fresh eth... The reactants are O=[O+][O-] (O3), C(C)OC(C)OCC=C (3-[1-(Ethoxy)ethoxy]-1-propene), C(=O)([O-])[O-].[K+].[K+] (K2CO3), CSC (dimethyl sulfide). The product is C(C)OC(C)OCC=O (2-[1-(Ethoxy)ethoxy)acetaldehyde). RXN SMILES: [CH2:1]([O:3][CH:4]([O:6][CH2:7][CH:8]=C)[CH3:5])[CH3:2].[O:10]=[O+][O-].CSC.C([O-])([O-])=O.[K+].[K+]>O.CCOCC.CO>[CH2:1]([O:3][CH:4]([O:6][CH2:7][CH:8]=[O:10])[CH3:5])[CH3:2] |f:3.4.5|. Run in CO (methanol), O (water), CCOCC (ether).